From a dataset of the Open Reaction Database (ORD), a public repository of structured organic reaction records. describe an organic reaction: reactants, conditions, products, and yield Starting materials: CCOC(C)=O, CCO, O=c1ccn(-c2ccc([N+](=O)[O-])cc2)cc1. As a reaction SMILES: [CH3:17][CH2:18][O:19][C:20](=[O:21])[CH3:22].[CH3:23][CH2:24][OH:25].[N+:1]([O-:2])(=[O:3])[c:4]1[cH:5][cH:6][c:7](-[n:10]2[cH:11][cH:12][c:13](=[O:16])[cH:14][cH:15]2)[cH:8][cH:9]1>>[NH2:1][c:4]1[cH:5][cH:6][c:7](-[n:10]2[cH:11][cH:12][c:13](=[O:16])[cH:14][cH:15]2)[cH:8][cH:9]1. The product is Nc1ccc(-n2ccc(=O)cc2)cc1. The reactants are FC1=C(C=CC(=C1)F)C#CC=1N=NC(=CC1)NN (3-((2,4-difluorophenyl)ethynyl)-6-hydrazinylpyridazine), C(C(C)(C)C)=O (pivalaldehyde), C(C)(=O)O.C(C)(=O)O.IC1=CC=CC=C1 (Iodobenzene diacetate). Solvent: C(Cl)Cl (DCM). Reaction conditions: time 2 hour. Yields the product C(C)(C)(C)C1=NN=C2N1N=C(C=C2)C#CC2=C(C=C(C=C2)F)F (3-tert-Butyl-6-((2,4-difluorophenyl)ethynyl)-[1,2,4]triazolo[4,3-b]pyridazine). Yield: 65.4%. As a reaction SMILES: [F:1][C:2]1[CH:7]=[C:6]([F:8])[CH:5]=[CH:4][C:3]=1[C:9]#[C:10][C:11]1[N:12]=[N:13][C:14]([NH:17][NH2:18])=[CH:15][CH:16]=1.[CH:19](=O)[C:20]([CH3:23])([CH3:22])[CH3:21].C(O)(=O)C.C(O)(=O)C.IC1C=CC=CC=1>C(Cl)Cl>[C:20]([C:23]1[N:13]2[N:12]=[C:11]([C:10]#[C:9][C:3]3[CH:4]=[CH:5][C:6]([F:8])=[CH:7][C:2]=3[F:1])[CH:16]=[CH:15][C:14]2=[N:17][N:18]=1)([CH3:22])([CH3:21])[CH3:19] |f:2.3.4|. Reported procedure: A mixture of 3-((2,4-difluorophenyl)ethynyl)-6-hydrazinylpyridazine (0.60 g, 2.4 mmol) and pivalaldehyde (0.31 g, 3.7 mmol) were dissolved in DCM (8 mL) and were stirred at ambient temperature for about 2 h. Iodobenzene diacetate (0.86 g, 2.7 mmol) was added and was stirred for about 2 h at ambient temperature. The reaction mixture was concentrated in vacuo and was purified by silica gel chromatography using DCM/MeOH (gradient, 0-2% MeOH) to afford the title compound (0.49 g, 64%): LC/MS (Table ... The reactants are NCCC=1C(=C(N(C)C)C=CC1)OCC1=CC=CC=C1 (3-(2-aminoethyl)-2-(benzyloxy)-N,N-dimethylaniline), (CHOH)n, C(=O)O (formic acid). Conditions: temperature 55 celsius, time 8 hour. The product is C(C1=CC=CC=C1)OC1=C2CCNCC2=CC=C1N(C)C (5-(benzyloxy)-N,N-dimethyl-1,2,3,4-tetrahydroisoquinolin-6-amine). Reaction SMILES: [NH2:1][CH2:2][CH2:3][C:4]1[C:5]([O:13][CH2:14][C:15]2[CH:20]=[CH:19][CH:18]=[CH:17][CH:16]=2)=[C:6]([CH:10]=[CH:11][CH:12]=1)[N:7]([CH3:9])[CH3:8].[CH:21](O)=O>>[CH2:14]([O:13][C:5]1[C:6]([N:7]([CH3:8])[CH3:9])=[CH:10][CH:11]=[C:12]2[C:4]=1[CH2:3][CH2:2][NH:1][CH2:21]2)[C:15]1[CH:20]=[CH:19][CH:18]=[CH:17][CH:16]=1. Procedure: Into a 100-mL round-bottom flask purged and maintained with an inert atmosphere of nitrogen, was placed 3-(2-aminoethyl)-2-(benzyloxy)-N,N-dimethylaniline (1 g, 3.70 mmol, 1.00 equiv), formic acid (10 mL) and (CHOH)n (89 mg). The resulting solution was stirred overnight at 55° C. in an oil bath. The resulting mixture was concentrated under vacuum. The resulting solution was diluted with 10 mL of water. The pH value of the solution was adjusted to 10 with sodium hydroxide (10 mol/L). The resultin...